The task is: describe an organic reaction: reactants, conditions, products, and yield. This data is from the Open Reaction Database (ORD), a public repository of structured organic reaction records. Reactants: ClC1=C2C(=NC=C1)C=C(S2)C(=O)N2CC(CC2)NS(=O)(=O)C ((+/−)-methanesulfonic acid {1-[7-chloro-thieno[3,2-b]pyridine-2-carbonyl]-pyrrolidin-3-yl}-amide), CC=1NC2=CC=C(C=C2C1)N (2-methyl-1H-indol-5-ylamine). Product: CC=1NC2=CC=C(C=C2C1)NC1=C2C(=NC=C1)C=C(S2)C(=O)N2CC(CC2)NS(=O)(=O)C ((+/−)-Methanesulfonic acid {1-[7-(2-methyl-1H-indol-5-ylamino)-thieno[3,2-b]pyridine-2-carbonyl]-pyrrolidin-3-yl}-amide). As a reaction SMILES: Cl[C:2]1[CH:7]=[CH:6][N:5]=[C:4]2[CH:8]=[C:9]([C:11]([N:13]3[CH2:17][CH2:16][CH:15]([NH:18][S:19]([CH3:22])(=[O:21])=[O:20])[CH2:14]3)=[O:12])[S:10][C:3]=12.[CH3:23][C:24]1[NH:25][C:26]2[C:31]([CH:32]=1)=[CH:30][C:29]([NH2:33])=[CH:28][CH:27]=2>>[CH3:23][C:24]1[NH:25][C:26]2[C:31]([CH:32]=1)=[CH:30][C:29]([NH:33][C:2]1[CH:7]=[CH:6][N:5]=[C:4]3[CH:8]=[C:9]([C:11]([N:13]4[CH2:17][CH2:16][CH:15]([NH:18][S:19]([CH3:22])(=[O:21])=[O:20])[CH2:14]4)=[O:12])[S:10][C:3]=13)=[CH:28][CH:27]=2. Procedure details: The title compound was prepared from (+/−)-methanesulfonic acid {1-[7-chloro-thieno[3,2-b]pyridine-2-carbonyl]-pyrrolidin-3-yl}-amide and 2-methyl-1H-indol-5-ylamine by a procedure analogous to Example 1C. MS: 470 (MH+); HPLC Rf: 3.23 min.; HPLC purity 93%. Starting materials: C1=CC=C(C=C1)NC2=C3C(=C(C=C2)N=NC4=C5C(=CC(=C4)S(=O)(=O)O)C=C(C=C5O)S(=O)(=O)O)C=CC=C3S(=O)(=O)O (Coomassie blue), PVDF, 10005A, CO (methanol), CCCCCCCCCCCCOS(=O)(=O)[O-].[Na+] (SDS), CO (methanol), CO (methanol), CCN(CC1=CC(=CC=C1)S(=O)(=O)[O-])C2=CC=C(C=C2)C(=C3C=CC(=[N+](CC)CC4=CC(=CC=C4)S(=O)(=O)[O-])C=C3)C5=CC=C(C=C5)NC6=CC=C(C=C6)OCC.[Na+] (Coomassie brilliant blue R250), PVDF, C1CCC(CC1)NCCCS(=O)(=O)O (CAPS), peptide. The solvent is CO.O.C(C)(=O)O (methanol water acetic acid). Run at time 5 minute. The product is OC1=CC=C(C=C(C(=O)O)C#N)C=C1 (4-hydroxy-α-cyanocinnamic acid). As a reaction SMILES: C1CCC(NCCCS(O)(=O)=O)CC1.CCN(C1C=CC([C:35]([C:56]2[CH:61]=[CH:60][C:59]([NH:62]C3C=CC(OCC)=CC=3)=[CH:58][CH:57]=2)=[C:36]2C=CC(=[N+](CC3C=CC=C(S([O-])(=O)=O)C=3)CC)C=C2)=CC=1)CC1C=CC=C(S([O-])(=O)=O)C=1.[Na+].C1C=CC(NC2C=CC(N=NC3C=C(S(O)(=O)=O)C=C4C=C(S(O)(=O)=O)C=[C:101]([OH:102])C=34)=C3C=CC=C(S(O)(=O)=O)C=23)=CC=1.CCCCCCCCCCCC[O:127]S([O-])(=O)=O.[Na+].[CH3:133][OH:134]>CO.O.C(O)(=O)C>[OH:134][C:133]1[CH:36]=[CH:35][C:56]([CH:57]=[C:58]([C:59]#[N:62])[C:101]([OH:102])=[O:127])=[CH:61][CH:60]=1 |f:1.2,4.5,7.8.9|. Procedure: For N-terminal sequence analysis and Western blotting, proteins were transferred onto a PVDF membrane (Problott, Applied Biosystems) using a transblot cell (Bio-Rad). The PVDF membrane was wetted in 100% methanol and soaked in transfer buffer (10 mM CAPS, 10% v/v methanol, pH 11.5). Transfer was performed using a potential difference of 60 V for 90 min. For N-terminal sequencing membranes were stained with 0.1% (w/v) Coomassie brilliant blue R250 in methanol/water/acetic acid for 30 sec and dest... Starting materials: C=1N=CN2C1[C@H]1N(C(C3=C2C=CC=C3)=O)CCC1 ((S)-11,12,13,13a-tetrahydro-9H-imidazo[1,5-a]pyrrolo[2,1-c][1,4]benzodiazepin-9-one), II (iodine). The solvent is CN(C=O)C (N,N-dimethylformamide). Product: IC=1N=CN2C1[C@H]1N(C(C3=C2C=CC=C3)=O)CCC1 ((S)-11,12,13,13a-tetrahydro-1-iodo-9H-imidazo[1,5-a]pyrrolo[2,1-c][1,4]benzodiazepin-9-one). RXN SMILES: [CH:1]1[N:2]=[CH:3][N:4]2[C:10]3[CH:11]=[CH:12][CH:13]=[CH:14][C:9]=3[C:8](=[O:15])[N:7]3[CH2:16][CH2:17][CH2:18][C@H:6]3[C:5]=12.[I:19]I>CN(C)C=O>[I:19][C:1]1[N:2]=[CH:3][N:4]2[C:10]3[CH:11]=[CH:12][CH:13]=[CH:14][C:9]=3[C:8](=[O:15])[N:7]3[CH2:16][CH2:17][CH2:18][C@H:6]3[C:5]=12. Procedure details: 44.26 g (185 mmol) of (S)-11,12,13,13a-tetrahydro-9H-imidazo[1,5-a]pyrrolo[2,1-c][1,4]benzodiazepin-9-one was stirred at 100° for 4 hours with 162.8 g (645 mmol) of iodine in 300 ml of N,N-dimethylformamide. The reaction mixture was evaporated, the residue was taken up in water and methylene chloride, decolorized with sodium thiosulphate and neutralized with sodium bicarbonate. The aqueous phase was separated and extracted four times with methylene chloride. The combined organic phases were drie... Reactants: [Al+3], Oc1ccc(Br)cc1, ClCCl, CC(=O)Cl, [Cl-], [Cl-], [Cl-], O. Yields the product CC(=O)Oc1ccc(Br)cc1. Reaction SMILES: [Al+3:2].[Br:9][c:10]1[cH:11][cH:12][c:13]([OH:16])[cH:14][cH:15]1.[CH2:18]([Cl:19])[Cl:20].[CH3:5][C:6]([Cl:7])=[O:8].[Cl-:1].[Cl-:3].[Cl-:4].[OH2:17]>>[CH3:5][C:6](=[O:8])[O:16][c:13]1[cH:12][cH:11][c:10]([Br:9])[cH:15][cH:14]1. Reactants: BrB(Br)Br, COc1ccc(C2=C(c3ccc(S(C)(=O)=O)cc3)OC(C)(C)C2=O)cc1, ClCCl, [Na+], [Na+], O=S([O-])([O-])=S. As a reaction SMILES: [B:27]([Br:28])([Br:29])[Br:30].[CH3:1][C:2]1([CH3:26])[O:3][C:4]([c:16]2[cH:17][cH:18][c:19]([S:22](=[O:23])(=[O:24])[CH3:25])[cH:20][cH:21]2)=[C:5]([c:8]2[cH:9][cH:10][c:11]([O:14][CH3:15])[cH:12][cH:13]2)[C:6]1=[O:7].[Cl:38][CH2:39][Cl:40].[Na+:36].[Na+:37].[S:31]([O-:32])([O-:33])(=[O:34])=[S:35]>>[CH3:1][C:2]1([CH3:26])[O:3][C:4]([c:16]2[cH:17][cH:18][c:19]([S:22](=[O:23])(=[O:24])[CH3:25])[cH:20][cH:21]2)=[C:5]([c:8]2[cH:9][cH:10][c:11]([OH:14])[cH:12][cH:13]2)[C:6]1=[O:7]. Yields the product CC1(C)OC(c2ccc(S(C)(=O)=O)cc2)=C(c2ccc(O)cc2)C1=O.